This data is from the Open Reaction Database (ORD), a public repository of structured organic reaction records. The task is: describe an organic reaction: reactants, conditions, products, and yield The reactants are ClC1=C(C(=O)O)C=CC=C1 (2-chlorobenzoic acid), CuBr, CN[C@H]1[C@@H](CCCC1)NC (rac-trans-N,N′-dimethylcyclohexane-1,2-diamine), C(=O)([O-])[O-].[Na+].[Na+] (Na2CO3), CuBr, Cl (HCl). Reagents/catalysts: CN[C@H]1[C@@H](CCCC1)NC (rac-trans-N,N′-dimethylcyclohexane-1,2-diamine). Solvent: O (H2O), O (H2O). Reaction conditions: temperature 25 celsius, time 30 minute. Product: OC1=C(C(=O)O)C=CC=C1 (2-hydroxybenzoic acid). Yield: 86.9%. Reaction SMILES: Cl[C:2]1[CH:10]=[CH:9][CH:8]=[CH:7][C:3]=1[C:4]([OH:6])=[O:5].C([O-])([O-])=[O:12].[Na+].[Na+].CN[C@@H]1CCCC[C@H]1NC.Cl>CN[C@@H]1CCCC[C@H]1NC.O>[OH:12][C:2]1[CH:10]=[CH:9][CH:8]=[CH:7][C:3]=1[C:4]([OH:6])=[O:5] |f:1.2.3|. Reported procedure: Under nitrogen, 7.82 g (50 mmol) of 2-chlorobenzoic acid was combined with 31 g of H2O. 6.62 g (62.5 mmol) of Na2CO3 was then added. The mixture was heated to reflux with stirring for 30 min, remaining under a nitrogen atmosphere. Separately, 36 mg of CuBr and 79 mg of rac-trans-N,N′-dimethylcyclohexane-1,2-diamine (Ligand F) were combined with 1 mL H2O under nitrogen. The resulting mixture was stirred under an air atmosphere until the CuBr was dissolved to give a deep purple solution. This solu... Reactants: CCOC(=O)c1ccc(NC(=O)c2ccc3c(c2)NCCC3)cc1F, O=S(=O)(Cl)c1cccc(F)c1. Product: CCOC(=O)c1ccc(NC(=O)c2ccc3c(c2)N(S(=O)(=O)c2cccc(F)c2)CCC3)cc1F. Reaction SMILES: [CH2:1]([CH3:2])[O:3][C:4]([c:5]1[c:6]([F:24])[cH:7][c:8]([NH:11][C:12](=[O:13])[c:14]2[cH:15][cH:16][c:17]3[c:22]([cH:23]2)[NH:21][CH2:20][CH2:19][CH2:18]3)[cH:9][cH:10]1)=[O:25].[F:26][c:27]1[cH:28][c:29]([S:33](=[O:34])(=[O:35])[Cl:36])[cH:30][cH:31][cH:32]1>>[CH2:1]([CH3:2])[O:3][C:4]([c:5]1[c:6]([F:24])[cH:7][c:8]([NH:11][C:12](=[O:13])[c:14]2[cH:15][cH:16][c:17]3[c:22]([cH:23]2)[N:21]([S:33]([c:29]2[cH:28][c:27]([F:26])[cH:32][cH:31][cH:30]2)(=[O:34])=[O:35])[CH2:20][CH2:19][CH2:18]3)[cH:9][cH:10]1)=[O:25]. The reactants are lithium 1,1,1,3,3,3-hexamethyldisilazide, C(C1=CC=CC=C1)(C1=CC=CC=C1)(C1=CC=CC=C1)N[C@@H](CCC(=O)OC(C)(C)C)C(=O)OC(C)(C)C (Di-tert-butyl N-trityl-L-glutamate), BrCC1=CC=C(C=C1)OCC1=CC=CC=C1 (benzyl 4-(bromomethyl)phenyl ether). Solvent: O1CCCC1 (tetrahydrofuran), O1CCCC1 (tetrahydrofuran). Conditions: temperature -78 celsius, time 20 minute. Yields the product C(C1=CC=CC=C1)OC1=CC=C(CC(C[C@H](NC(C2=CC=CC=C2)(C2=CC=CC=C2)C2=CC=CC=C2)C(=O)OC(C)(C)C)C(=O)OC(C)(C)C)C=C1 (di-tert-butyl 4-[4-(benzyloxy)benzyl]-N-trityl-L-glutamate). Isolated yield 35.8%. As a reaction SMILES: [C:1]([NH:20][C@H:21]([C:31]([O:33][C:34]([CH3:37])([CH3:36])[CH3:35])=[O:32])[CH2:22][CH2:23][C:24]([O:26][C:27]([CH3:30])([CH3:29])[CH3:28])=[O:25])([C:14]1[CH:19]=[CH:18][CH:17]=[CH:16][CH:15]=1)([C:8]1[CH:13]=[CH:12][CH:11]=[CH:10][CH:9]=1)[C:2]1[CH:7]=[CH:6][CH:5]=[CH:4][CH:3]=1.Br[CH2:39][C:40]1[CH:45]=[CH:44][C:43]([O:46][CH2:47][C:48]2[CH:53]=[CH:52][CH:51]=[CH:50][CH:49]=2)=[CH:42][CH:41]=1>O1CCCC1>[CH2:47]([O:46][C:43]1[CH:42]=[CH:41][C:40]([CH2:39][CH:23]([C:24]([O:26][C:27]([CH3:30])([CH3:28])[CH3:29])=[O:25])[CH2:22][C@@H:21]([C:31]([O:33][C:34]([CH3:37])([CH3:36])[CH3:35])=[O:32])[NH:20][C:1]([C:8]2[CH:13]=[CH:12][CH:11]=[CH:10][CH:9]=2)([C:14]2[CH:15]=[CH:16][CH:17]=[CH:18][CH:19]=2)[C:2]2[CH:7]=[CH:6][CH:5]=[CH:4][CH:3]=2)=[CH:45][CH:44]=1)[C:48]1[CH:49]=[CH:50][CH:51]=[CH:52][CH:53]=1. Procedure details: Di-tert-butyl N-trityl-L-glutamate (1.63 g, 3.25 mmol) was dissolved in tetrahydrofuran (12 ml) and the solution was cooled to −78° C. To the solution was added lithium 1,1,1,3,3,3-hexamethyldisilazide (1M in tetrahydrofuran, 7.14 ml) and, after stirring at −78° C. for 20 min, benzyl 4-(bromomethyl)phenyl ether (1.08 g, 3.90 mmol) in tetrahydrofuran (8 ml) was slowly added. The cooling bath was removed and the reaction mixture was stirred for 2 h. Then, 50 ml of 2 M aqueous hydrogen chloride sol... Starting materials: NS(=O)(=O)c1ccc(Br)s1, O=C([O-])[O-], COc1ccc(B(O)O)cc1OC, N#N, [Na+], [Na+], CN(C)C=O, O. Yields the product COc1ccc(-c2ccc(S(N)(=O)=O)s2)cc1OC. Reaction SMILES: [Br:1][c:2]1[cH:3][cH:4][c:5]([S:7](=[O:8])(=[O:9])[NH2:10])[s:6]1.[C:26](=[O:27])([O-:28])[O-:29].[CH3:11][O:12][c:13]1[cH:14][c:15]([B:21]([OH:22])[OH:23])[cH:16][cH:17][c:18]1[O:19][CH3:20].[N:24]#[N:25].[Na+:30].[Na+:31].[O:33]=[CH:34][N:35]([CH3:36])[CH3:37].[OH2:32]>>[c:2]1(-[c:15]2[cH:14][c:13]([O:12][CH3:11])[c:18]([O:19][CH3:20])[cH:17][cH:16]2)[cH:3][cH:4][c:5]([S:7](=[O:8])(=[O:9])[NH2:10])[s:6]1. Reactants: ClC1=CC(=CC=C1)C(=O)OO (3-chloroperbenzoic acid), COC(=O)C1=CN=CN1C1C(C=CC2=CC=CC=C12)(C)C (1-(1,2-dihydro-2,2-dimethylnaphthalen-1-yl)-5-imidazolecarboxylic acid methyl ester). Run in C(Cl)Cl (methylene chloride). Reaction conditions: time 2 hour. The product is COC(=O)C1=CN=CN1C1C(C2C(C3=CC=CC=C13)O2)(C)C (1-(3,4-epoxy-2,2-dimethyltetralin-1-yl)-5-imidazolecarboxylic acid methyl ester). The yield is 18.9%. Reaction SMILES: Cl[C:2]1[CH:7]=[CH:6][CH:5]=[C:4]([C:8]([O:10]O)=O)[CH:3]=1.[CH3:12][O:13][C:14]([C:16]1[N:20]([CH:21]2C3C(=CC=CC=3)C=[CH:23][C:22]2([CH3:32])[CH3:31])[CH:19]=[N:18][CH:17]=1)=[O:15]>C(Cl)Cl>[CH3:12][O:13][C:14]([C:16]1[N:20]([CH:21]2[C:3]3[C:4](=[CH:5][CH:6]=[CH:7][CH:2]=3)[CH:8]3[O:10][CH:23]3[C:22]2([CH3:32])[CH3:31])[CH:19]=[N:18][CH:17]=1)=[O:15]. Procedure details: 9.4 g of 55% 3-chloroperbenzoic acid are added to a solution of 8.5 g of 1-(1,2-dihydro-2,2-dimethylnaphthalen-1-yl)-5-imidazolecarboxylic acid methyl ester in 150 ml of methylene chloride and the mixture is stirred at room temperature for 2 hours. The precipitate is separated off and the filtrate is washed twice using 50 ml of sodium hydrogen carbonate solution (5%) each time, dried over magnesium sulfate and concentrated by evaporation. Chromatography of the residue on silica gel [eluant:ether... Reactants: COc1cc2c(Oc3ccc4[nH]cc(C)c4c3)ncnc2cc1OCC1CO1, NCCCN1CCOCC1, CN(C)C=O. Yields the product COc1cc2c(Oc3ccc4[nH]cc(C)c4c3)ncnc2cc1OCC(O)CNCCCN1CCOCC1. RXN SMILES: [CH3:1][O:2][c:3]1[cH:4][c:5]2[c:6]([O:18][c:19]3[cH:20][c:21]4[c:22]([CH3:28])[cH:23][nH:24][c:25]4[cH:26][cH:27]3)[n:7][cH:8][n:9][c:10]2[cH:11][c:12]1[O:13][CH2:14][CH:15]1[O:16][CH2:17]1.[NH2:29][CH2:30][CH2:31][CH2:32][N:33]1[CH2:34][CH2:35][O:36][CH2:37][CH2:38]1.[O:39]=[CH:40][N:41]([CH3:42])[CH3:43]>>[CH3:1][O:2][c:3]1[cH:4][c:5]2[c:6]([O:18][c:19]3[cH:20][c:21]4[c:22]([CH3:28])[cH:23][nH:24][c:25]4[cH:26][cH:27]3)[n:7][cH:8][n:9][c:10]2[cH:11][c:12]1[O:13][CH2:14][CH:15]([OH:16])[CH2:17][NH:29][CH2:30][CH2:31][CH2:32][N:33]1[CH2:34][CH2:35][O:36][CH2:37][CH2:38]1.